describe an organic reaction: reactants, conditions, products, and yield From a dataset of the Open Reaction Database (ORD), a public repository of structured organic reaction records. Reactants: [BH4-], CC(=O)O, CCO, [Na+], O, CCOC(=O)C(=O)c1ccco1. The product is CCOC(=O)C(O)c1ccco1. RXN SMILES: [BH4-:13].[CH3:15][C:16](=[O:17])[OH:18].[CH3:19][CH2:20][OH:21].[Na+:14].[OH2:22].[o:1]1[c:2]([C:6]([C:7](=[O:8])[O:9][CH2:10][CH3:11])=[O:12])[cH:3][cH:4][cH:5]1>>[o:1]1[c:2]([CH:6]([C:7](=[O:8])[O:9][CH2:10][CH3:11])[OH:12])[cH:3][cH:4][cH:5]1.